From a dataset of the Open Reaction Database (ORD), a public repository of structured organic reaction records. describe an organic reaction: reactants, conditions, products, and yield Reactants: CN(SN1CCOCC1)C(=O)F, CC(C)C1=NCCSC1=NO. Product: CC(C)C1=NCCSC1=NOC(=O)N(C)SN1CCOCC1. RXN SMILES: [CH3:12][N:13]([C:14](=[O:15])[F:16])[S:17][N:18]1[CH2:19][CH2:20][O:21][CH2:22][CH2:23]1.[OH:1][N:2]=[C:3]1[S:4][CH2:5][CH2:6][N:7]=[C:8]1[CH:9]([CH3:10])[CH3:11]>>[O:1]([N:2]=[C:3]1[S:4][CH2:5][CH2:6][N:7]=[C:8]1[CH:9]([CH3:10])[CH3:11])[C:14]([N:13]([CH3:12])[S:17][N:18]1[CH2:19][CH2:20][O:21][CH2:22][CH2:23]1)=[O:15]. The reactants are FC1=C(OC2=CC=NC3=CC(=C(C=C23)OC)O)C=CC(=C1)[N+](=O)[O-] (4-(2-fluoro-4-nitro-phenoxy)-6-methoxy-quinolin-7-ol), ClCCCN1CCN(CC1)C(=O)OC(C)(C)C (tert-butyl 4-(3-chloropropyl)piperazine-1-carboxylate). Product: NC1=CC(=C(OC2=CC=NC3=CC(=C(C=C23)OC)OCCCN2CCN(CC2)C(=O)OC(C)(C)C)C=C1)F (tert-butyl 4-[3-[[4-(4-amino-2-fluoro-phenoxy)-6-methoxy-7-quinolyl]oxy]propyl]piperazine-1-carboxylate). Reaction SMILES: [F:1][C:2]1[CH:21]=[C:20]([N+:22]([O-])=O)[CH:19]=[CH:18][C:3]=1[O:4][C:5]1[C:14]2[C:9](=[CH:10][C:11]([OH:17])=[C:12]([O:15][CH3:16])[CH:13]=2)[N:8]=[CH:7][CH:6]=1.Cl[CH2:26][CH2:27][CH2:28][N:29]1[CH2:34][CH2:33][N:32]([C:35]([O:37][C:38]([CH3:41])([CH3:40])[CH3:39])=[O:36])[CH2:31][CH2:30]1>>[NH2:22][C:20]1[CH:19]=[CH:18][C:3]([O:4][C:5]2[C:14]3[C:9](=[CH:10][C:11]([O:17][CH2:26][CH2:27][CH2:28][N:29]4[CH2:34][CH2:33][N:32]([C:35]([O:37][C:38]([CH3:39])([CH3:41])[CH3:40])=[O:36])[CH2:31][CH2:30]4)=[C:12]([O:15][CH3:16])[CH:13]=3)[N:8]=[CH:7][CH:6]=2)=[C:2]([F:1])[CH:21]=1. Procedure: T1 was prepared from 4-(2-fluoro-4-nitro-phenoxy)-6-methoxy-quinolin-7-ol and tert-butyl 4-(3-chloropropyl)piperazine-1-carboxylate following the general procedure reported in Preparative Example 54 Step 1-2. 1H NMR (400 MHz, d6-DMSO, 300K) δ 1.38 (s, 9H), 1.96 (m, 2H), 2.23 (m, 4H), 2.47 (m, 2H), 3.30 (m, 4H), 3.92 (s, 3H), 4.17 (t, J=6.3 Hz, 2H), 5.46 (br s, 2H), 6.37 (d, J=5.2 Hz, 1H), 6.45 (dd, J=8.9 Hz, J=1.8 Hz, 1H), 6.54 (dd, J=13.1 Hz, J=2.4 Hz, 1H), 7.05 (t, J=8.9 Hz, 1H), 7.35 (s, 1H),... Reactants: C1=CC=CC2=CC3=CC=CC=C3C(=C12)B(O)O (anthracene-9-boronic acid), N#N (N2), mixture, BrC=1C=C2C=3C=CC=CC3C=C(C2=CC1)C(=O)O (6-bromophenanthrene-9-carboxylic acid), C(=O)([O-])[O-].[Na+].[Na+] (Na2CO3). The reagents and catalysts are C=1C=CC(=CC1)[P](C=2C=CC=CC2)(C=3C=CC=CC3)[Pd]([P](C=4C=CC=CC4)(C=5C=CC=CC5)C=6C=CC=CC6)([P](C=7C=CC=CC7)(C=8C=CC=CC8)C=9C=CC=CC9)[P](C=1C=CC=CC1)(C=1C=CC=CC1)C=1C=CC=CC1 (tetrakis(triphenylphosphine)palladium(0)). Solvent: O.CO (water MeOH), CCO (EtOH), C1(=CC=CC=C1)C (toluene). The product is C1=CC=CC2=CC3=CC=CC=C3C(=C12)C=1C=C2C=3C=CC=CC3C=C(C2=CC1)C(=O)O (6-Anthracen-9-ylphenanthrene-9-carboxylic acid). RXN SMILES: [CH:1]1[C:14]2[C:5](=[CH:6][C:7]3[C:12]([C:13]=2B(O)O)=[CH:11][CH:10]=[CH:9][CH:8]=3)[CH:4]=[CH:3][CH:2]=1.Br[C:19]1[CH:20]=[C:21]2[C:30](=[CH:31][CH:32]=1)[C:29]([C:33]([OH:35])=[O:34])=[CH:28][C:27]1[CH:26]=[CH:25][CH:24]=[CH:23][C:22]2=1.C([O-])([O-])=O.[Na+].[Na+].N#N>C1(C)C=CC=CC=1.CCO.C1C=CC([P]([Pd]([P](C2C=CC=CC=2)(C2C=CC=CC=2)C2C=CC=CC=2)([P](C2C=CC=CC=2)(C2C=CC=CC=2)C2C=CC=CC=2)[P](C2C=CC=CC=2)(C2C=CC=CC=2)C2C=CC=CC=2)(C2C=CC=CC=2)C2C=CC=CC=2)=CC=1.O.CO>[CH:1]1[C:14]2[C:5](=[CH:6][C:7]3[C:12]([C:13]=2[C:19]2[CH:20]=[C:21]4[C:30](=[CH:31][CH:32]=2)[C:29]([C:33]([OH:35])=[O:34])=[CH:28][C:27]2[CH:26]=[CH:25][CH:24]=[CH:23][C:22]4=2)=[CH:11][CH:10]=[CH:9][CH:8]=3)[CH:4]=[CH:3][CH:2]=1 |f:2.3.4,9.10,^1:57,59,78,97|. Reported procedure: 32.86 g (148 mmol) of anthracene-9-boronic acid, 37.2 g (124 mmol) of 6-bromophenanthrene-9-carboxylic acid and 220 ml of 2 M Na2CO3 solution are suspended in 1 l of toluene and 1 l of EtOH, the mixture is saturated with N2, 2.9 g (3 mmol) of tetrakis(triphenylphosphine)palladium(0) are added, and the mixture is heated at the boil for 2 h. The mixture is poured into 3 l of a mixture of water/MeOH/6 M HCl 1:1:1, and the beige precipitate is filtered off with suction, washed with water, EtOH and t... Reaction SMILES: [C:22]([O:23][CH2:24][CH3:25])(=[O:26])[CH3:27].[CH2:1]([c:2]1[cH:3][cH:4][cH:5][cH:6][cH:7]1)[c:8]1[n:9][cH:10][cH:11][cH:12][cH:13]1.[CH3:28][C:29]([CH3:30])=[O:31].[CH3:32][C:33](=[O:34])[OH:35].[CH3:36][CH2:37][O:38][C:39](=[O:40])[CH3:41].[Na+:16].[Na+:17].[O-:18][C:19](=[O:20])[O-:21].[OH:14][OH:15]>>[CH2:1]([c:2]1[cH:3][cH:4][cH:5][cH:6][cH:7]1)[c:8]1[n+:9]([O-:18])[cH:10][cH:11][cH:12][cH:13]1. Reactants: CCOC(C)=O, c1ccc(Cc2ccccn2)cc1, CC(C)=O, CC(=O)O, CCOC(C)=O, [Na+], [Na+], O=C([O-])[O-], OO. Product: [O-][n+]1ccccc1Cc1ccccc1. Reactants: ClC1=NC=NC2=C(C(=C(C=C12)OC)OC)OC (4-chloro-6,7,8-trimethoxyquinazoline), C(C1=CC=2OCOC2C=C1)N (piperonylamine), C([O-])([O-])=O.[Na+].[Na+] (sodium carbonate). Run in C(C)(C)O (isopropyl alcohol). Product: C1OC=2C=C(CNC3=NC=NC4=C(C(=C(C=C34)OC)OC)OC)C=CC2O1 (4-(3,4-Methylenedioxybenzyl)amino-6,7,8-trimethoxyquinazoline). Yield: 69.5%. Reaction SMILES: Cl[C:2]1[C:11]2[C:6](=[C:7]([O:16][CH3:17])[C:8]([O:14][CH3:15])=[C:9]([O:12][CH3:13])[CH:10]=2)[N:5]=[CH:4][N:3]=1.[CH2:18]([NH2:28])[C:19]1[CH:27]=[CH:26][C:25]2[O:24][CH2:23][O:22][C:21]=2[CH:20]=1.C(=O)([O-])[O-].[Na+].[Na+]>C(O)(C)C>[CH2:23]1[O:24][C:25]2[CH:26]=[CH:27][C:19]([CH2:18][NH:28][C:2]3[C:11]4[C:6](=[C:7]([O:16][CH3:17])[C:8]([O:14][CH3:15])=[C:9]([O:12][CH3:13])[CH:10]=4)[N:5]=[CH:4][N:3]=3)=[CH:20][C:21]=2[O:22]1 |f:2.3.4|. Reported procedure: 21.2 g (0.083 mol) of 4-chloro-6,7,8-trimethoxyquinazoline, 17.0 g (0.112 mol) of piperonylamine and 13.5 g (0.127 mol) of sodium carbonate were mixed with 400 ml of isopropyl alcohol. The obtained mixture was heated under reflux for 24 hours and distilled under a reduced pressure to remove the solvent. The residue was purified by silica gel column chromatography (ethyl acetate) and recrystallized from ethyl acetate to give 21.3 g of the title compound as a pale-yellow needle. Reactants: C1CCOC1, Cc1cc(Cl)ccc1-c1cccc(COc2ccc(CO)c(F)c2)c1. The product is Cc1cc(Cl)ccc1-c1cccc(COc2ccc(C=O)c(F)c2)c1. RXN SMILES: [CH2:26]1[O:27][CH2:28][CH2:29][CH2:30]1.[Cl:1][c:2]1[cH:3][c:4]([CH3:25])[c:5](-[c:8]2[cH:9][c:10]([CH2:14][O:15][c:16]3[cH:17][c:18]([F:24])[c:19]([CH2:20][OH:21])[cH:22][cH:23]3)[cH:11][cH:12][cH:13]2)[cH:6][cH:7]1>>[Cl:1][c:2]1[cH:3][c:4]([CH3:25])[c:5](-[c:8]2[cH:9][c:10]([CH2:14][O:15][c:16]3[cH:17][c:18]([F:24])[c:19]([CH:20]=[O:21])[cH:22][cH:23]3)[cH:11][cH:12][cH:13]2)[cH:6][cH:7]1. Starting materials: Cc1ccccc1, CSc1nccc(C(=O)Cc2ccc(F)cc2)n1, Nc1cccnc1Cl, O, Cc1ccc(S(=O)(=O)O)cc1, Cc1ccccc1. The product is CSc1nccc(C(Cc2ccc(F)cc2)=Nc2cccnc2Cl)n1. As a reaction SMILES: [CH3:46][c:47]1[cH:48][cH:49][cH:50][cH:51][cH:52]1.[F:12][c:13]1[cH:14][cH:15][c:16]([CH2:19][C:20](=[O:21])[c:22]2[n:23][c:24]([S:28][CH3:29])[n:25][cH:26][cH:27]2)[cH:17][cH:18]1.[NH2:30][c:31]1[c:32]([Cl:37])[n:33][cH:34][cH:35][cH:36]1.[OH2:45].[c:1]1([CH3:2])[cH:3][cH:4][c:5]([S:6]([OH:7])(=[O:8])=[O:9])[cH:10][cH:11]1.[c:38]1([CH3:39])[cH:40][cH:41][cH:42][cH:43][cH:44]1>>[F:12][c:13]1[cH:14][cH:15][c:16]([CH2:19][C:20]([c:22]2[n:23][c:24]([S:28][CH3:29])[n:25][cH:26][cH:27]2)=[N:30][c:31]2[c:32]([Cl:37])[n:33][cH:34][cH:35][cH:36]2)[cH:17][cH:18]1.